This data is from the Open Reaction Database (ORD), a public repository of structured organic reaction records. The task is: describe an organic reaction: reactants, conditions, products, and yield Starting materials: FC(C=1C=C(C=CC1)N(C(=O)N)C1=C(C=C(C=C1)[N+](=O)[O-])C1=NN=NN1)(F)F (3-trifluoromethylphenyl-4-nitro-2-(5-tetrazolyl)phenyl urea). The reagents and catalysts are [Pd] (palladium on charcoal). Solvent: C(C)O (ethanol). Product: FC(C=1C=C(C=CC1)N(C(=O)N)C1=C(C=C(C=C1)N)C1=NN=NN1)(F)F (3-Trifluoromethylphenyl-4-amino-2-(5-tetrazolyl)phenyl urea). Isolated yield 103.2%. As a reaction SMILES: [F:1][C:2]([F:28])([F:27])[C:3]1[CH:4]=[C:5]([N:9]([C:13]2[CH:18]=[CH:17][C:16]([N+:19]([O-])=O)=[CH:15][C:14]=2[C:22]2[NH:26][N:25]=[N:24][N:23]=2)[C:10]([NH2:12])=[O:11])[CH:6]=[CH:7][CH:8]=1>C(O)C.[Pd]>[F:28][C:2]([F:1])([F:27])[C:3]1[CH:4]=[C:5]([N:9]([C:13]2[CH:18]=[CH:17][C:16]([NH2:19])=[CH:15][C:14]=2[C:22]2[NH:26][N:25]=[N:24][N:23]=2)[C:10]([NH2:12])=[O:11])[CH:6]=[CH:7][CH:8]=1. Procedure: A solution of 3-trifluoromethylphenyl-4-nitro-2-(5-tetrazolyl)phenyl urea (0.8 g, 2.0 mmol) in 96% ethanol was hydrogenated over 5% palladium on charcoal for 3 hours at room temperature. The reaction mixture was filtered through a pad of celite and the solvent evaporated off to give 0.75 g of the desired product. M.p. 175-180° C.